From a dataset of the Open Reaction Database (ORD), a public repository of structured organic reaction records. describe an organic reaction: reactants, conditions, products, and yield The product is COC(=O)c1sc(C=O)cc1C(F)(F)F. The reactants are CCOC(OCC)c1cc(C(F)(F)F)c(C(=O)OC)s1, O=CO, C1COCCO1. RXN SMILES: [CH3:1][O:2][C:3](=[O:4])[c:5]1[s:6][c:7]([CH:14]([O:15][CH2:19][CH3:20])[O:16][CH2:17][CH3:18])[cH:8][c:9]1[C:10]([F:11])([F:12])[F:13].[CH:21]([OH:22])=[O:23].[O:24]1[CH2:25][CH2:26][O:27][CH2:28][CH2:29]1>>[CH3:1][O:2][C:3](=[O:4])[c:5]1[s:6][c:7]([CH:14]=[O:15])[cH:8][c:9]1[C:10]([F:11])([F:12])[F:13]. Starting materials: C(C)(C)(C)OC(=O)N1CCC(CC1)(NC(C(CC1CCCCC1)NC(=O)N1CCOCC1)=O)C#N (4-Cyano-4-{3-cyclohexyl-2-[(morpholine-4-carbonyl)-amino]-propionylamino}-piperidine-1-carboxylic acid t-butyl ester), Cl (HCl). Run in O1CCOCC1 (dioxane). Conditions: time 1 hour. Yields the product Cl.C(#N)C1(CCNCC1)NC(=O)C(CC1CCCCC1)NC(=O)N1CCOCC1 (Morpholine-4-carboxylic acid [1-(4-cyano-piperidin-4-ylcarbamoyl)-2-cyclohexyl-ethyl]-amide hydrochloride). RXN SMILES: C(OC([N:8]1[CH2:13][CH2:12][C:11]([C:34]#[N:35])([NH:14][C:15](=[O:33])[CH:16]([NH:24][C:25]([N:27]2[CH2:32][CH2:31][O:30][CH2:29][CH2:28]2)=[O:26])[CH2:17][CH:18]2[CH2:23][CH2:22][CH2:21][CH2:20][CH2:19]2)[CH2:10][CH2:9]1)=O)(C)(C)C.[ClH:36]>O1CCOCC1>[ClH:36].[C:34]([C:11]1([NH:14][C:15]([CH:16]([NH:24][C:25]([N:27]2[CH2:32][CH2:31][O:30][CH2:29][CH2:28]2)=[O:26])[CH2:17][CH:18]2[CH2:19][CH2:20][CH2:21][CH2:22][CH2:23]2)=[O:33])[CH2:10][CH2:9][NH:8][CH2:13][CH2:12]1)#[N:35] |f:3.4|. Procedure details: 4-Cyano-4-{3-cyclohexyl-2-[(morpholine-4-carbonyl)-amino]-propionylamino}-piperidine-1-carboxylic acid t-butyl ester (1000 mg, 2.03 mmol) was dissolved in 20 mL of 4 M HCl in dioxane and stirred for 1 hour at which time the volatiles were remove in vacuo. The resulting residue was triturated with 100 mL of diethyl ether and the resulting solid was collected by filtration under inert atmosphere (the solid is very hygroscopic) and washed 2×50 mL of diethyl ether and dried in vacuo to yield the tit... Reactants: C(C1=CC=CC=C1)ON=C1C[C@H](N(C1)C(=O)OC(C)(C)C)C(=O)O ((2S,4EZ)-4-[(benzyloxy)imino]-1-(tert-butoxycarbonyl)-2-pyrrolidinecarboxylic acid), C(C1=CC=CC=C1)(=O)N=C=O (benzoyl isocyanate), C(C1=CC=CC=C1)NC (N-benzyl-N-methylamine). Yields the product C(C1=CC=CC=C1)(=O)NC(=O)N1[C@@H](CC(C1)=NOCC1=CC=CC=C1)C(=O)N(C)CC1=CC=CC=C1 ((2S,4EZ)-1-[(benzoylamino)carbonyl]-N-benzyl-4-[(benzyloxy)imino]-N-methyl-2-pyrrolidinecarboxamide). RXN SMILES: [CH2:1]([O:8][N:9]=[C:10]1[CH2:14][N:13]([C:15]([O:17]C(C)(C)C)=O)[C@H:12]([C:22]([OH:24])=O)[CH2:11]1)[C:2]1[CH:7]=[CH:6][CH:5]=[CH:4][CH:3]=1.[C:25]([N:33]=C=O)(=[O:32])[C:26]1[CH:31]=[CH:30][CH:29]=[CH:28][CH:27]=1.[CH2:36]([NH:43][CH3:44])[C:37]1[CH:42]=[CH:41][CH:40]=[CH:39][CH:38]=1>>[C:25]([NH:33][C:15]([N:13]1[CH2:14][C:10](=[N:9][O:8][CH2:1][C:2]2[CH:3]=[CH:4][CH:5]=[CH:6][CH:7]=2)[CH2:11][C@H:12]1[C:22]([N:43]([CH2:36][C:37]1[CH:42]=[CH:41][CH:40]=[CH:39][CH:38]=1)[CH3:44])=[O:24])=[O:17])(=[O:32])[C:26]1[CH:31]=[CH:30][CH:29]=[CH:28][CH:27]=1. Reported procedure: Following the general method as outlined in Example 22, starting from (2S,4EZ)-4-[(benzyloxy)imino]-1-(tert-butoxycarbonyl)-2-pyrrolidinecarboxylic acid, benzoyl isocyanate, and N-benzyl-N-methylamine the title compound was obtained in 40% purity by LC/MS. MS(ESI+): m/z=485.4.